This data is from the Open Reaction Database (ORD), a public repository of structured organic reaction records. The task is: describe an organic reaction: reactants, conditions, products, and yield RXN SMILES: [C:1]([CH3:2])(=[O:3])[c:4]1[c:5]([OH:37])[c:6]([CH2:34][CH2:35][CH3:36])[c:7]([O:8][CH2:9][c:10]2[cH:11][cH:12][c:13]([CH:16]([c:17]3[cH:18][c:19]([C:20]#[N:21])[cH:22][cH:23][cH:24]3)[O:25][CH:26]3[CH2:27][CH2:28][CH2:29][CH2:30][O:31]3)[cH:14][cH:15]2)[cH:32][cH:33]1.[CH3:50][OH:51].[CH3:55][CH2:56][O:57][C:58](=[O:59])[CH3:60].[Cl:52][CH2:53][Cl:54].[OH2:38].[c:39]1([CH3:40])[cH:41][cH:42][c:43]([S:44]([OH:45])(=[O:46])=[O:47])[cH:48][cH:49]1>>[C:1]([CH3:2])(=[O:3])[c:4]1[c:5]([OH:37])[c:6]([CH2:34][CH2:35][CH3:36])[c:7]([O:8][CH2:9][c:10]2[cH:11][cH:12][c:13]([CH:16]([c:17]3[cH:18][c:19]([C:20]#[N:21])[cH:22][cH:23][cH:24]3)[OH:25])[cH:14][cH:15]2)[cH:32][cH:33]1. The product is CCCc1c(OCc2ccc(C(O)c3cccc(C#N)c3)cc2)ccc(C(C)=O)c1O. Reactants: CCCc1c(OCc2ccc(C(OC3CCCCO3)c3cccc(C#N)c3)cc2)ccc(C(C)=O)c1O, CO, CCOC(C)=O, ClCCl, O, Cc1ccc(S(=O)(=O)O)cc1. Reactants: CN(C)CC1(c2ccc(O)cc2)CCOCC1, CC1CCC(C)N1CCCCl, [K+], [K+], O=C([O-])[O-], CN(C)C=O. Yields the product CC1CCC(C)N1CCCOc1ccc(C2(CN(C)C)CCOCC2)cc1. Reaction SMILES: [CH3:1][N:2]([CH3:3])[CH2:4][C:5]1([c:11]2[cH:12][cH:13][c:14]([OH:17])[cH:15][cH:16]2)[CH2:6][CH2:7][O:8][CH2:9][CH2:10]1.[Cl:18][CH2:19][CH2:20][CH2:21][N:22]1[CH:23]([CH3:28])[CH2:24][CH2:25][CH:26]1[CH3:27].[K+:29].[K+:30].[O-:31][C:32]([O-:33])=[O:34].[O:35]=[CH:36][N:37]([CH3:38])[CH3:39]>>[CH3:1][N:2]([CH3:3])[CH2:4][C:5]1([c:11]2[cH:12][cH:13][c:14]([O:17][CH2:19][CH2:20][CH2:21][N:22]3[CH:23]([CH3:28])[CH2:24][CH2:25][CH:26]3[CH3:27])[cH:15][cH:16]2)[CH2:6][CH2:7][O:8][CH2:9][CH2:10]1. Starting materials: compound III, N=C=N (carbodiimide), C(=O)(NC1CCCCC1)NC1CCCCC1 (dicyclohexylurea), ON1C(CCC1=O)=O (N-hydroxysuccinimide), C1(CCCCC1)N=C=NC1CCCCC1 (dicyclohexylcarbodiimide), 6-(-4′-N-hydroxylsuccinimidyl carboxy phenyl)-3,8-bis bromoacetamidyl-5-methylphenanthridinium chloride. Conditions: temperature 70 celsius, time 30 minute. The product is NCCC1=CC=C(C=C1)O (tyramine). Reaction SMILES: ON1[C:6](=[O:7])[CH2:5][CH2:4][C:3]1=O.[CH:9]1([N:15]=C=NC2CCCCC2)CCCC[CH2:10]1.N=C=N.C(NC1CCCCC1)(N[CH:30]1CCCC[CH2:31]1)=O>>[NH2:15][CH2:9][CH2:10][C:3]1[CH:4]=[CH:5][C:6]([OH:7])=[CH:31][CH:30]=1. Procedure: Formation of the tyramide of compound III, is as follows. N-hydroxysuccinimide (33 mg) is dissolved in the reaction mixture prepared above by heating to 70° C., then dicyclohexylcarbodiimide (61 mg) is added. This is reacted at 70° C. for 90 minutes, an additional amount (6 mg) of the carbodiimide is added and the reaction is continued for another 30 minutes. The mixture is cooled to 0° C. and the precipitated dicyclohexylurea is settled by centrifugation. The supernatant, containing 6-(-4′-N-hy... Reaction SMILES: [Br:25][c:26]1[cH:27][c:28]([O:32][CH3:33])[cH:29][cH:30][cH:31]1.[CH3:1][O:2][N:3]([C:4](=[O:5])[c:6]1[n:7][cH:8][n:9](-[c:11]2[cH:12][c:13](-[c:17]3[c:18]([F:23])[n:19][cH:20][cH:21][cH:22]3)[cH:14][cH:15][cH:16]2)[cH:10]1)[CH3:24]>>[C:4](=[O:5])([c:6]1[n:7][cH:8][n:9](-[c:11]2[cH:12][c:13](-[c:17]3[c:18]([F:23])[n:19][cH:20][cH:21][cH:22]3)[cH:14][cH:15][cH:16]2)[cH:10]1)[c:26]1[cH:27][c:28]([O:32][CH3:33])[cH:29][cH:30][cH:31]1. The reactants are COc1cccc(Br)c1, CON(C)C(=O)c1cn(-c2cccc(-c3cccnc3F)c2)cn1. The product is COc1cccc(C(=O)c2cn(-c3cccc(-c4cccnc4F)c3)cn2)c1. Reactants: COC(=O)C1OC(C)(C)N(C(=O)OC(C)(C)C)C1c1ccc(C=O)cc1, CC(=O)O. Yields the product COC(=O)C1OC(C)(C)N(C(=O)OC(C)(C)C)C1c1ccc(C(=O)O)cc1. Reaction SMILES: [C:1]([CH3:2])([CH3:3])([CH3:4])[O:5][C:6](=[O:7])[N:8]1[C:9]([CH3:25])([CH3:26])[O:10][CH:11]([C:21](=[O:22])[O:23][CH3:24])[CH:12]1[c:13]1[cH:14][cH:15][c:16]([CH:19]=[O:20])[cH:17][cH:18]1.[CH3:27][C:28]([OH:29])=[O:30]>>[C:1]([CH3:2])([CH3:3])([CH3:4])[O:5][C:6](=[O:7])[N:8]1[C:9]([CH3:25])([CH3:26])[O:10][CH:11]([C:21](=[O:22])[O:23][CH3:24])[CH:12]1[c:13]1[cH:14][cH:15][c:16]([C:19](=[O:20])[OH:29])[cH:17][cH:18]1. Reactants: CNOC, CCOCC, O=C(O)c1[nH]c2cc(Cl)ccc2c1[N+](=O)[O-], Cl, CN(C)C=O. Product: CON(C)C(=O)c1[nH]c2cc(Cl)ccc2c1[N+](=O)[O-]. Reaction SMILES: [CH3:18][NH:19][O:20][CH3:21].[CH3:27][CH2:28][O:29][CH2:30][CH3:31].[Cl:1][c:2]1[cH:3][cH:4][c:5]2[c:6]([N+:14](=[O:15])[O-:16])[c:7]([C:11](=[O:12])[OH:13])[nH:8][c:9]2[cH:10]1.[ClH:17].[O:22]=[CH:23][N:24]([CH3:25])[CH3:26]>>[Cl:1][c:2]1[cH:3][cH:4][c:5]2[c:6]([N+:14](=[O:15])[O-:16])[c:7]([C:11](=[O:13])[N:19]([CH3:18])[O:20][CH3:21])[nH:8][c:9]2[cH:10]1. Reactants: CCN(C(C)C)C(C)C, C1COCCO1, COC(=O)C(C)N, CCOC(=O)C1=C(O)c2cc(Cl)ccc2C(C)(C)C1=O, Cl. The product is COC(=O)C(C)NC(=O)C1=C(O)c2cc(Cl)ccc2C(C)(C)C1=O. Reaction SMILES: [CH2:29]([N:30]([CH:31]([CH3:32])[CH3:33])[CH:34]([CH3:35])[CH3:36])[CH3:37].[CH2:38]1[O:39][CH2:40][CH2:41][O:42][CH2:43]1.[CH3:22][O:23][C:24]([CH:25]([NH2:26])[CH3:27])=[O:28].[Cl:1][c:2]1[cH:3][c:4]2[c:9]([cH:10][cH:11]1)[C:8]([CH3:12])([CH3:13])[C:7](=[O:14])[C:6]([C:15](=[O:16])[O:17][CH2:18][CH3:19])=[C:5]2[OH:20].[ClH:21]>>[Cl:1][c:2]1[cH:3][c:4]2[c:9]([cH:10][cH:11]1)[C:8]([CH3:12])([CH3:13])[C:7](=[O:14])[C:6]([C:15](=[O:16])[NH:26][CH:25]([C:24]([O:23][CH3:22])=[O:28])[CH3:27])=[C:5]2[OH:20].